Task: describe an organic reaction: reactants, conditions, products, and yield. Dataset: the Open Reaction Database (ORD), a public repository of structured organic reaction records The reactants are O (Water), CC1N(CCCC1)C1=C(C=C(C=C1)C1=NC(=NO1)C1=CC(=NC=C1)CO)C(F)(F)F ((4-(5-(4-(2-methylpiperidin-1-yl)-3-(trifluoromethyl)phenyl)-1,2,4-oxadiazol-3-yl)pyridin-2-yl)methanol), CCN(C(C)C)C(C)C (DIEA), CS(=O)(=O)Cl (methanesulfonyl chloride). The solvent is C(Cl)Cl (DCM). Conditions: time 1 hour. The product is ClCC1=NC=CC(=C1)C1=NOC(=N1)C1=CC(=C(C=C1)N1C(CCCC1)C)C(F)(F)F (3-(2-(chloromethyl)pyridin-4-yl)-5-(4-(2-methylpiperidin-1-yl)-3-(trifluoromethyl)phenyl)-1,2,4-oxadiazole). Isolated yield 98.4%. RXN SMILES: [CH3:1][CH:2]1[CH2:7][CH2:6][CH2:5][CH2:4][N:3]1[C:8]1[CH:13]=[CH:12][C:11]([C:14]2[O:18][N:17]=[C:16]([C:19]3[CH:24]=[CH:23][N:22]=[C:21]([CH2:25]O)[CH:20]=3)[N:15]=2)=[CH:10][C:9]=1[C:27]([F:30])([F:29])[F:28].CCN(C(C)C)C(C)C.CS([Cl:44])(=O)=O.O>C(Cl)Cl>[Cl:44][CH2:25][C:21]1[CH:20]=[C:19]([C:16]2[N:15]=[C:14]([C:11]3[CH:12]=[CH:13][C:8]([N:3]4[CH2:4][CH2:5][CH2:6][CH2:7][CH:2]4[CH3:1])=[C:9]([C:27]([F:30])([F:28])[F:29])[CH:10]=3)[O:18][N:17]=2)[CH:24]=[CH:23][N:22]=1. Procedure: To a solution of (4-(5-(4-(2-methylpiperidin-1-yl)-3-(trifluoromethyl)phenyl)-1,2,4-oxadiazol-3-yl)pyridin-2-yl)methanol (0.125 g; 0.30 mmol) and DIEA (0.10 mL; 0.60 mmol) in DCM (2.5 mL) was added methanesulfonyl chloride (0.026 mL; 0.33 mmol). The reaction mixture was stirred at ambient temperature for 1 hour. Water was added to the reaction mixture and the mixture poured through a hydrophobic frit. The solvent was evaporated in vacuo. The residue was purified by flash chromatography on silica...